Dataset: the Open Reaction Database (ORD), a public repository of structured organic reaction records. Task: describe an organic reaction: reactants, conditions, products, and yield Reactants: C(Cl)(Cl)Cl (chloroform), [N+](=O)([O-])C1=CC(=C(C=O)C=C1)F (4-nitro-2-fluoro-benzaldehyde), C(C=C)[Si](C)(C)C (allyl-trimethyl-silane). The reagents and catalysts are [Ti](Cl)(Cl)(Cl)Cl (titanium tetrachloride). Run in C(C)(=O)OCC (ethyl acetate). Reaction conditions: time 10 minute. Yields the product FC1=C(C=CC(=C1)[N+](=O)[O-])C(CC=C)O (1-(2-fluoro-4-nitro-phenyl)-3-buten-1-ol). RXN SMILES: C(Cl)(Cl)Cl.[N+:5]([C:8]1[CH:15]=[CH:14][C:11]([CH:12]=[O:13])=[C:10]([F:16])[CH:9]=1)([O-:7])=[O:6].[CH2:17]([Si](C)(C)C)[CH:18]=[CH2:19]>C(OCC)(=O)C.[Ti](Cl)(Cl)(Cl)Cl>[F:16][C:10]1[CH:9]=[C:8]([N+:5]([O-:7])=[O:6])[CH:15]=[CH:14][C:11]=1[CH:12]([OH:13])[CH2:19][CH:18]=[CH2:17]. Procedure details: 0.65 ml of titanium tetrachloride was added to a chloroform (12 ml) solution of 2.00 g of 4-nitro-2-fluoro-benzaldehyde produced according to the method described in U.S. Pat. No. 6,239,152, and the reaction liquid was stirred at room temperature for 10 minutes, and then 2.4 ml of allyl-trimethyl-silane was added to it, and the reaction liquid was stirred at room temperature for 20 minutes. The reaction liquid was diluted with ethyl acetate, washed with water and saturated saline, and dried with...